Dataset: the Open Reaction Database (ORD), a public repository of structured organic reaction records. Task: describe an organic reaction: reactants, conditions, products, and yield Reactants: CC(=O)C.OS(=O)(=O)O.O=[Cr](=O)=O (Jones' reagent), OC(C#CC(=O)OCC)CC(C)C (ethyl 4-hydroxy-6-methyl-2-heptynoate). The solvent is O (water), CC(=O)C (acetone). Product: CC(CC(C#CC(=O)OCC)=O)C (ethyl 6-methyl-4-oxo-2-heptynoate). Yield: 74.5%. As a reaction SMILES: CC(C)=O.OS(O)(=O)=O.O=[Cr](=O)=O.[OH:14][CH:15]([CH2:23][CH:24]([CH3:26])[CH3:25])[C:16]#[C:17][C:18]([O:20][CH2:21][CH3:22])=[O:19]>CC(C)=O.O>[CH3:26][CH:24]([CH3:25])[CH2:23][C:15](=[O:14])[C:16]#[C:17][C:18]([O:20][CH2:21][CH3:22])=[O:19] |f:0.1.2|. Procedure details: Jones' reagent (from chromium trioxide, 4 g) was added dropwise with stirring to ethyl 4-hydroxy-6-methyl-2-heptynoate (9.5 g) in acetone (30 ml) in an ice bath, with the temperature being maintained at about 10°. After 0.5 hour the reaction was diluted with water (300 ml) and extracted with diethyl ether thrice. The organic phase was washed with brine, dried, and evaporated to give ethyl 6-methyl-4-oxo-2-heptynoate as an oil (7.0 g). Reactants: CCC(C)=O, FC(F)(F)Oc1ccc(C=Cc2nc(CCl)co2)cc1, [I-], [K+], O=C(CCCn1ccnn1)c1ccc(O)cc1. Product: O=C(CCCn1ccnn1)c1ccc(OCc2coc(C=Cc3ccc(OC(F)(F)F)cc3)n2)cc1. As a reaction SMILES: [CH3:18][C:19](=[O:20])[CH2:21][CH3:22].[Cl:23][CH2:24][c:25]1[n:26][c:27]([CH:30]=[CH:31][c:32]2[cH:33][cH:34][c:35]([O:38][C:39]([F:40])([F:41])[F:42])[cH:36][cH:37]2)[o:28][cH:29]1.[I-:44].[K+:43].[OH:1][c:2]1[cH:3][cH:4][c:5]([C:8]([CH2:9][CH2:10][CH2:11][n:12]2[n:13][n:14][cH:15][cH:16]2)=[O:17])[cH:6][cH:7]1>>[O:1]([c:2]1[cH:3][cH:4][c:5]([C:8]([CH2:9][CH2:10][CH2:11][n:12]2[n:13][n:14][cH:15][cH:16]2)=[O:17])[cH:6][cH:7]1)[CH2:24][c:25]1[n:26][c:27]([CH:30]=[CH:31][c:32]2[cH:33][cH:34][c:35]([O:38][C:39]([F:40])([F:41])[F:42])[cH:36][cH:37]2)[o:28][cH:29]1. Reactants: CC1(C=C(C2=CC(=CC=C12)C=CC1=CC=C(C(=O)OC)C=C1)C1=CC=CC=C1)C (Methyl 4-[2-(1,1-dimethyl-3-phenyl-1H-inden-5-yl)-vinyl]benzoate), [OH-].[Na+] (NaOH). The solvent is O1CCCC1 (tetrahydrofuran), CO (methanol). Yields the product CC1(C=C(C2=CC(=CC=C12)C=CC1=CC=C(C(=O)O)C=C1)C1=CC=CC=C1)C (4-[2-(1,1-dimethyl-3-phenyl-1H-inden-5-yl)vinyl]benzoic acid). The yield is 97.8%. As a reaction SMILES: [CH3:1][C:2]1([CH3:29])[C:10]2[C:5](=[CH:6][C:7]([CH:11]=[CH:12][C:13]3[CH:22]=[CH:21][C:16]([C:17]([O:19]C)=[O:18])=[CH:15][CH:14]=3)=[CH:8][CH:9]=2)[C:4]([C:23]2[CH:28]=[CH:27][CH:26]=[CH:25][CH:24]=2)=[CH:3]1.[OH-].[Na+]>O1CCCC1.CO>[CH3:1][C:2]1([CH3:29])[C:10]2[C:5](=[CH:6][C:7]([CH:11]=[CH:12][C:13]3[CH:22]=[CH:21][C:16]([C:17]([OH:19])=[O:18])=[CH:15][CH:14]=3)=[CH:8][CH:9]=2)[C:4]([C:23]2[CH:28]=[CH:27][CH:26]=[CH:25][CH:24]=2)=[CH:3]1 |f:1.2|. Reported procedure: Methyl 4-[2-(1,1-dimethyl-3-phenyl-1H-inden-5-yl)-vinyl]benzoate (294 mg, 0.77 mmol) and 0.77 mL of 10N NaOH in 7 mL of tetrahydrofuran and 5 mL of methanol were stirred at reflux for 1 hour. The mixture was concentrated and acidified with 1N HCl (10 mL), extracted with ethyl acetate (30 mL×2). The combined extracts were washed with water (10 mL), dried over magnesium sulfate, and evaporated. The residue was triturated in hot methanol to give 276 mg (90% yield) of the title compound which contai... The solvent is O (water), C1CCOC1 (THF). Reagents/catalysts: C1(=CC=CC=C1)P([C-]1C=CC=C1)C1=CC=CC=C1.[C-]1(C=CC=C1)P(C1=CC=CC=C1)C1=CC=CC=C1.[Fe+2] (1,1′-bis(diphenylphosphino) ferrocene), C(C)(=O)[O-].[Pd+2].C(C)(=O)[O-] (palladium (II) acetate). The yield is 19.8%. Procedure details: Benzo[b]thiophen-6-yl-carbamic acid tert-butyl ester (1.06 g, 4.30 mmol) is dissolved in THF (40 mL) and cooled to −78° C. Lithium diisopropylamine solution (8.5 mL of 2.0 M solution) and triisopropylborate (6.0 mL, 26 mmol) are added. The reaction is stirred at −78° C. for 90 minutes before the cooling bath is removed. After stirring for three hours, 2,4-dichloro-5-methylpyrimidine (0.74 g, 4.5 mmol), 1,1′-bis(diphenylphosphino) ferrocene (120 mg, 0.220 mmol), palladium (II) acetate (50.4 mg, 0... Yields the product C(C)(C)(C)OC(NC=1C=CC2=C(SC(=C2)C2=NC(=NC=C2C)Cl)C1)=O ([2-(2-chloro-5-methylpyrimidin-4-yl)-benzo[b]thiophen-6-yl]-carbamic acid tert-butyl ester). Starting materials: C(C)(C)(C)OC(NC=1C=CC2=C(SC=C2)C1)=O (Benzo[b]thiophen-6-yl-carbamic acid tert-butyl ester), C(C)(C)NC(C)C.[Li] (Lithium diisopropylamine), C(C)(C)OB(OC(C)C)OC(C)C (triisopropylborate), ClC1=NC=C(C(=N1)Cl)C (2,4-dichloro-5-methylpyrimidine), C([O-])([O-])=O.[Na+].[Na+] (sodium carbonate). RXN SMILES: [C:1]([O:5][C:6](=[O:17])[NH:7][C:8]1[CH:9]=[CH:10][C:11]2[CH:15]=[CH:14][S:13][C:12]=2[CH:16]=1)([CH3:4])([CH3:3])[CH3:2].C(NC(C)C)(C)C.[Li].C(OB(OC(C)C)OC(C)C)(C)C.[Cl:39][C:40]1[N:45]=[C:44](Cl)[C:43]([CH3:47])=[CH:42][N:41]=1.C(=O)([O-])[O-].[Na+].[Na+]>C1COCC1.C1(P(C2C=CC=CC=2)[C-]2C=CC=C2)C=CC=CC=1.[C-]1(P(C2C=CC=CC=2)C2C=CC=CC=2)C=CC=C1.[Fe+2].C([O-])(=O)C.[Pd+2].C([O-])(=O)C.O>[C:1]([O:5][C:6](=[O:17])[NH:7][C:8]1[CH:9]=[CH:10][C:11]2[CH:15]=[C:14]([C:42]3[C:43]([CH3:47])=[CH:44][N:45]=[C:40]([Cl:39])[N:41]=3)[S:13][C:12]=2[CH:16]=1)([CH3:4])([CH3:2])[CH3:3] |f:1.2,5.6.7,9.10.11,12.13.14,^1:24|. Run at temperature -78 celsius, time 90 minute. The reactants are CON(C)C(=O)NC(CSC(C)=O)Cc1ccccc1, NN, O. Yields the product CON(C)C(=O)NC(CS)Cc1ccccc1. RXN SMILES: [C:1](=[O:2])([S:3][CH2:4][CH:5]([CH2:6][c:7]1[cH:8][cH:9][cH:10][cH:11][cH:12]1)[NH:13][C:14](=[O:15])[N:16]([O:17][CH3:18])[CH3:19])[CH3:20].[NH2:22][NH2:23].[OH2:21]>>[SH:3][CH2:4][CH:5]([CH2:6][c:7]1[cH:8][cH:9][cH:10][cH:11][cH:12]1)[NH:13][C:14](=[O:15])[N:16]([O:17][CH3:18])[CH3:19].